Dataset: the Open Reaction Database (ORD), a public repository of structured organic reaction records. Task: describe an organic reaction: reactants, conditions, products, and yield The reactants are O=C(Cl)C(=O)Cl, ClCCl, O=C(O)CC1CC(=O)c2ccc(F)cc21. RXN SMILES: [Cl:1][C:2](=[O:3])[C:4]([Cl:5])=[O:6].[Cl:22][CH2:23][Cl:24].[F:7][c:8]1[cH:9][cH:10][c:11]2[c:15]([cH:16]1)[CH:14]([CH2:17][C:18]([OH:19])=[O:20])[CH2:13][C:12]2=[O:21]>>[Cl:1][C:2](=[O:3])[CH2:4][CH:14]1[CH2:13][C:12](=[O:21])[c:11]2[cH:10][cH:9][c:8]([F:7])[cH:16][c:15]21. The product is O=C(Cl)CC1CC(=O)c2ccc(F)cc21.